From a dataset of the Open Reaction Database (ORD), a public repository of structured organic reaction records. describe an organic reaction: reactants, conditions, products, and yield The reactants are Cc1ccc2c(n1)C(=Cc1ccccc1)CCC2, ClCCl, O=[O+][O-]. The product is Cc1ccc2c(n1)C(=O)CCC2. As a reaction SMILES: [CH:1]([c:2]1[cH:3][cH:4][cH:5][cH:6][cH:7]1)=[C:8]1[CH2:9][CH2:10][CH2:11][c:12]2[cH:13][cH:14][c:15]([CH3:18])[n:16][c:17]21.[Cl:22][CH2:23][Cl:24].[O-:19][O+:20]=[O:21]>>[C:8]1(=[O:19])[CH2:9][CH2:10][CH2:11][c:12]2[cH:13][cH:14][c:15]([CH3:18])[n:16][c:17]21. Reactants: O=C([O-])[O-], CS(C)=O, N#Cc1ccc(F)c2ccccc12, [K+], [K+], O, OC1CCNCC1. Product: N#Cc1ccc(N2CCC(O)CC2)c2ccccc12. RXN SMILES: [C:21](=[O:22])([O-:23])[O-:24].[CH3:27][S:28]([CH3:29])=[O:30].[F:1][c:2]1[cH:3][cH:4][c:5]([C:12]#[N:13])[c:6]2[cH:7][cH:8][cH:9][cH:10][c:11]12.[K+:25].[K+:26].[OH2:31].[OH:14][CH:15]1[CH2:16][CH2:17][NH:18][CH2:19][CH2:20]1>>[c:2]1([N:18]2[CH2:17][CH2:16][CH:15]([OH:14])[CH2:20][CH2:19]2)[cH:3][cH:4][c:5]([C:12]#[N:13])[c:6]2[cH:7][cH:8][cH:9][cH:10][c:11]12. Starting materials: C(C)(C)(C)OC(NCCCCCCCCCCCC(NC=1NC=CN1)=O)=O ([11-(1H-Imidazol-2-ylcarbamoyl)undecyl]carbamic acid tert-butyl ester), Cl (HCl), O1CCOCC1 (dioxane). Reaction conditions: time 14 hour. The product is Cl.Cl.N1C(=NC=C1)NC(CCCCCCCCCCCN)=O (12-Aminododecanoic acid (1H-imidazol-2-yl)amide dihydrochloride). Reaction SMILES: C(OC(=O)[NH:7][CH2:8][CH2:9][CH2:10][CH2:11][CH2:12][CH2:13][CH2:14][CH2:15][CH2:16][CH2:17][CH2:18][C:19](=[O:26])[NH:20][C:21]1[NH:22][CH:23]=[CH:24][N:25]=1)(C)(C)C.[ClH:28].O1CCOCC1>>[ClH:28].[ClH:28].[NH:22]1[CH:23]=[CH:24][N:25]=[C:21]1[NH:20][C:19](=[O:26])[CH2:18][CH2:17][CH2:16][CH2:15][CH2:14][CH2:13][CH2:12][CH2:11][CH2:10][CH2:9][CH2:8][NH2:7] |f:3.4.5|. Procedure: [11-(1H-Imidazol-2-ylcarbarmoyl)undecyl]carbamic acid tert-butyl ester (13) (0.060 g, 0.16 mmol) was treated with 4 M HCl in dioxane (2 mL, 8 mmol) and the mixture stirred at room temperature for 14 hours. The reaction mixture was concentrated in vacuo and further dried under high vacuum. The resulting white solid (0.056 g, 99%) was used directly without further purification. m/z (ESI) 281 [C15H28N4O+H]+. Starting materials: COc1ccc(COc2ccc(C(=O)O)cc2OCc2ccc(OC)cc2)cc1, CS(=O)(=O)Cl, CNN, CCN(C(C)C)C(C)C, ClCCl. Product: COc1ccc(COc2ccc(C(=O)N(C)N)cc2OCc2ccc(OC)cc2)cc1. Reaction SMILES: [CH3:1][O:2][c:3]1[cH:4][cH:5][c:6]([CH2:7][O:8][c:9]2[cH:10][c:11]([C:12](=[O:13])[OH:14])[cH:15][cH:16][c:17]2[O:18][CH2:19][c:20]2[cH:21][cH:22][c:23]([O:26][CH3:27])[cH:24][cH:25]2)[cH:28][cH:29]1.[CH3:39][S:40](=[O:41])(=[O:42])[Cl:43].[CH3:44][NH:45][NH2:46].[CH:30]([N:31]([CH2:32][CH3:33])[CH:34]([CH3:35])[CH3:36])([CH3:37])[CH3:38].[Cl:47][CH2:48][Cl:49]>>[CH3:1][O:2][c:3]1[cH:4][cH:5][c:6]([CH2:7][O:8][c:9]2[cH:10][c:11]([C:12](=[O:13])[N:45]([CH3:44])[NH2:46])[cH:15][cH:16][c:17]2[O:18][CH2:19][c:20]2[cH:21][cH:22][c:23]([O:26][CH3:27])[cH:24][cH:25]2)[cH:28][cH:29]1. Product: CC(C)(C)OC(=O)CC(CCCC1CCCCC1)c1nc(COCC(N)=O)no1. As a reaction SMILES: [Br:28][CH2:29][C:30](=[O:31])[NH2:32].[CH3:38][CH2:39][O:40][C:41](=[O:42])[CH3:43].[CH:3]1([CH2:9][CH2:10][CH2:11][CH:12]([CH2:13][C:14](=[O:15])[O:16][C:17]([CH3:18])([CH3:19])[CH3:20])[c:21]2[n:22][c:23]([CH2:26][OH:27])[n:24][o:25]2)[CH2:4][CH2:5][CH2:6][CH2:7][CH2:8]1.[H-:1].[Na+:2].[O:33]1[CH2:34][CH2:35][CH2:36][CH2:37]1>>[CH:3]1([CH2:9][CH2:10][CH2:11][CH:12]([CH2:13][C:14](=[O:15])[O:16][C:17]([CH3:18])([CH3:19])[CH3:20])[c:21]2[n:22][c:23]([CH2:26][O:27][CH2:29][C:30](=[O:31])[NH2:32])[n:24][o:25]2)[CH2:4][CH2:5][CH2:6][CH2:7][CH2:8]1. Starting materials: NC(=O)CBr, CCOC(C)=O, CC(C)(C)OC(=O)CC(CCCC1CCCCC1)c1nc(CO)no1, [H-], [Na+], C1CCOC1.